From a dataset of the Open Reaction Database (ORD), a public repository of structured organic reaction records. describe an organic reaction: reactants, conditions, products, and yield Starting materials: NC=1C=C2C=CC(=CC2=CC1)O (6-aminonaphthalen-2-ol), C(C1=CC=C(C=C1)OC)(=O)Cl (p-Anisoyl chloride), C(=O)([O-])[O-].[K+].[K+] (K2CO3). Run in C(Cl)Cl (DCM), C(Cl)Cl (DCM). Reaction conditions: time 8 hour. Product: OC=1C=C2C=CC(=CC2=CC1)NC(C1=CC=C(C=C1)OC)=O (N-(6-hydroxynaphthalen-2-yl)-4-methoxybenzamide). RXN SMILES: [NH2:1][C:2]1[CH:3]=[C:4]2[C:9](=[CH:10][CH:11]=1)[CH:8]=[C:7]([OH:12])[CH:6]=[CH:5]2.[C:13](Cl)(=[O:22])[C:14]1[CH:19]=[CH:18][C:17]([O:20][CH3:21])=[CH:16][CH:15]=1.C([O-])([O-])=O.[K+].[K+]>C(Cl)Cl>[OH:12][C:7]1[CH:8]=[C:9]2[C:4](=[CH:5][CH:6]=1)[CH:3]=[C:2]([NH:1][C:13](=[O:22])[C:14]1[CH:19]=[CH:18][C:17]([O:20][CH3:21])=[CH:16][CH:15]=1)[CH:11]=[CH:10]2 |f:2.3.4|. Reported procedure: To a 100 mL round-bottomed flask containing 6-aminonaphthalen-2-ol (0.600 g, 3.8 mmol), in DCM (10 mL), was added p-Anisoyl chloride (0.972 g, 5.7 mmol), along with K2CO3 (1.57 g, 11.4 mmol). The mixture was stirred at ambient temperature overnight and was diluted with DCM and H2., Extraction with DCM (3×10 mL), drying of the organics over sodium sulfate, filtration, and concentration in-vacuo afforded the crude product. Recrystallization of the crude from DCM/Hexanes gave a tan colored amorphou... The reactants are B1(OCC(CO1)(C)C)B2OCC(CO2)(C)C (bis(neopentyl glycolato)diboron), C(C)(=O)OC1=CC2=CC=C(C(=C2C=C1)OC1=CC=C(C=C1)OCCN1CCCCC1)OS(=O)(=O)C(F)(F)F (5-(4-(2-(piperidin-1-yl)ethoxy)phenoxy)-6-(trifluoromethylsulfonyloxy)naphthalen-2-yl acetate), [F-].[Cs+] (cesium fluoride), C1(CCCCC1)P(C1CCCCC1)C1CCCCC1 (tricyclohexylphosphine), N(CCO)CCO (diethanolamine), Cl (HCl), crude intermediate. The reagents and catalysts are C(C)(=O)[O-].[Pd+2].C(C)(=O)[O-] (palladium (II) acetate). The solvent is C(C)#N (acetonitrile), CCOCC (ether). Conditions: time 1 hour. Product: Cl.OC=1C=C2C=CC(=C(C2=CC1)OC1=CC=C(C=C1)OCCN1CCCCC1)B(O)O (6-hydroxy-1-(4-(2-(piperidin-1-yl)ethoxy)phenoxy)naphthalen-2-ylboronic acid hydrochloride). Reaction SMILES: [B:1]1(B2OCC(C)(C)CO2)[O:6]CC(C)(C)C[O:2]1.C([O:20][C:21]1[CH:30]=[CH:29][C:28]2[C:23](=[CH:24][CH:25]=[C:26](OS(C(F)(F)F)(=O)=O)[C:27]=2[O:31][C:32]2[CH:37]=[CH:36][C:35]([O:38][CH2:39][CH2:40][N:41]3[CH2:46][CH2:45][CH2:44][CH2:43][CH2:42]3)=[CH:34][CH:33]=2)[CH:22]=1)(=O)C.[F-].[Cs+].C1(P(C2CCCCC2)C2CCCCC2)CCCCC1.N(CCO)CCO.[ClH:83]>CCOCC.C([O-])(=O)C.[Pd+2].C([O-])(=O)C.C(#N)C>[ClH:83].[OH:20][C:21]1[CH:22]=[C:23]2[C:28](=[CH:29][CH:30]=1)[C:27]([O:31][C:32]1[CH:37]=[CH:36][C:35]([O:38][CH2:39][CH2:40][N:41]3[CH2:46][CH2:45][CH2:44][CH2:43][CH2:42]3)=[CH:34][CH:33]=1)=[C:26]([B:1]([OH:6])[OH:2])[CH:25]=[CH:24]2 |f:2.3,8.9.10,12.13|. Procedure details: Add bis(neopentyl glycolato)diboron (4.2 g, 18.59 mmol), 5-(4-(2-(piperidin-1-yl)ethoxy)phenoxy)-6-(trifluoromethylsulfonyloxy)naphthalen-2-yl acetate (2.33 g, 4.21 mmol), palladium (II) acetate (0.199 g, 886.38 μmol), cesium fluoride (5.21 g, 34.30 mmol), tricyclohexylphosphine (0.41 g, 1.40 mmol) and acetonitrile (50 mL) to a round bottom flask. Reflux the mixture with stirring for 1 hour under a nitrogen atmosphere. Cool the mixture, filter and wash the solids with acetonitrile. Concentrate t... Reactants: C(C)(C)(C)NS(=O)(=O)C1=C(C=CC=C1)C1=CC=C(C=C1)CBr ([2'-(N-t-butylsulfamoyl)biphenyl-4-yl]methyl bromide), [N-]=[N+]=[N-].[Li+] (lithium azide). The product is C(C)(C)(C)NS(=O)(=O)C1=C(C=CC=C1)C1=CC=C(C=C1)CN=[N+]=[N-] ([2'-(N-t-Butylsulfamoyl)biphenyl-4-yl]methyl azide). Yield: 74.0%. Reaction SMILES: [C:1]([NH:5][S:6]([C:9]1[CH:14]=[CH:13][CH:12]=[CH:11][C:10]=1[C:15]1[CH:20]=[CH:19][C:18]([CH2:21]Br)=[CH:17][CH:16]=1)(=[O:8])=[O:7])([CH3:4])([CH3:3])[CH3:2].[N-:23]=[N+:24]=[N-:25].[Li+]>>[C:1]([NH:5][S:6]([C:9]1[CH:14]=[CH:13][CH:12]=[CH:11][C:10]=1[C:15]1[CH:20]=[CH:19][C:18]([CH2:21][N:23]=[N+:24]=[N-:25])=[CH:17][CH:16]=1)(=[O:8])=[O:7])([CH3:4])([CH3:3])[CH3:2] |f:1.2|. Reported procedure: Reaction of [2'-(N-t-butylsulfamoyl)biphenyl-4-yl]methyl bromide (from Step D) with lithium azide was carried out according to the procedure of Example 9, Step A. The crude product was purified by flash chromatography on silica gel (elution with 10% EtOAc in hexane) to give a 74% yield of the title compound as a white solid; satisfactory purity (by TLC in 9:1 hexane-EtOAc) for use in the next step. The reactants are CCOC(=O)c1cnc(C)c(Oc2cc(Nc3nc(C4CCN(C(=O)OC(C)(C)C)CC4)ns3)ncc2Br)c1C, CCO, [Na+], [OH-]. The product is Cc1ncc(C(=O)O)c(C)c1Oc1cc(Nc2nc(C3CCN(C(=O)OC(C)(C)C)CC3)ns2)ncc1Br. Reaction SMILES: [C:1]([CH3:2])([CH3:3])([CH3:4])[O:5][C:6](=[O:7])[N:8]1[CH2:9][CH2:10][CH:11]([c:14]2[n:15][s:16][c:17]([NH:19][c:20]3[n:21][cH:22][c:23]([Br:40])[c:24]([O:26][c:27]4[c:28]([CH3:39])[n:29][cH:30][c:31]([C:32](=[O:33])[O:34][CH2:35][CH3:36])[c:37]4[CH3:38])[cH:25]3)[n:18]2)[CH2:12][CH2:13]1.[CH3:43][CH2:44][OH:45].[Na+:42].[OH-:41]>>[C:1]([CH3:2])([CH3:3])([CH3:4])[O:5][C:6](=[O:7])[N:8]1[CH2:9][CH2:10][CH:11]([c:14]2[n:15][s:16][c:17]([NH:19][c:20]3[n:21][cH:22][c:23]([Br:40])[c:24]([O:26][c:27]4[c:28]([CH3:39])[n:29][cH:30][c:31]([C:32](=[O:33])[OH:34])[c:37]4[CH3:38])[cH:25]3)[n:18]2)[CH2:12][CH2:13]1. Reactants: CC=1C=C(C=2N(C1)N=C(N2)NC2CCN(CC2)C2=NC=NC(=C2)C)C=2CCNCC2 (6-methyl-N-(1-(6-methylpyrimidin-4-yl)piperidin-4-yl)-8-(1,2,3,6-tetrahydropyridin-4-yl)-[1,2,4]triazolo[1,5-a]pyridin-2-amine), ClC(=O)OCC (ethyl chloroformate). Solvent: C(Cl)Cl (methylene chloride). Product: CC=1C=C(C=2N(C1)N=C(N2)NC2CCN(CC2)C2=NC=NC(=C2)C)C2=CCN(CC2)C(=O)OCC (Ethyl 4-(6-methyl-2-(1-(6-methylpyrimidin-4-yl)piperidin-4-ylamino)-[1,2,4]triazolo[1,5-a]pyridin-8-yl)-5,6-dihydropyridine-1(2H)-carboxylate), solid. The yield is 36.0%. Reaction SMILES: [CH3:1][C:2]1[CH:3]=[C:4]([C:25]2[CH2:26][CH2:27][NH:28][CH2:29][CH:30]=2)[C:5]2[N:6]([N:8]=[C:9]([NH:11][CH:12]3[CH2:17][CH2:16][N:15]([C:18]4[CH:23]=[C:22]([CH3:24])[N:21]=[CH:20][N:19]=4)[CH2:14][CH2:13]3)[N:10]=2)[CH:7]=1.Cl[C:32]([O:34][CH2:35][CH3:36])=[O:33]>C(Cl)Cl>[CH3:1][C:2]1[CH:3]=[C:4]([C:25]2[CH2:26][CH2:27][N:28]([C:32]([O:34][CH2:35][CH3:36])=[O:33])[CH2:29][CH:30]=2)[C:5]2[N:6]([N:8]=[C:9]([NH:11][CH:12]3[CH2:17][CH2:16][N:15]([C:18]4[CH:23]=[C:22]([CH3:24])[N:21]=[CH:20][N:19]=4)[CH2:14][CH2:13]3)[N:10]=2)[CH:7]=1. Procedure: Prepared in analogy to example 164b, starting from 6-methyl-N-(1-(6-methylpyrimidin-4-yl)piperidin-4-yl)-8-(1,2,3,6-tetrahydropyridin-4-yl)-[1,2,4]triazolo[1,5-a]pyridin-2-amine and ethyl chloroformate. The title compound was obtained as a light yellow solid (yield: 36%) after column chromatography on silica gel using a gradient from methylene chloride to a mixture of methylene chloride/methanol 19:1 (v/v) as eluent. Reaction SMILES: [CH3:1][S:2]([O:3][CH2:6][CH:7]([CH2:8][C:9]([CH3:10])([CH3:11])[O:12][CH3:13])[NH:14][C:15](=[O:16])[O:17][C:18]([CH3:19])([CH3:20])[CH3:21])(=[O:4])=[O:5].[CH3:22][NH2:23].[CH3:24][OH:25]>>[CH2:6]([CH:7]([CH2:8][C:9]([CH3:10])([CH3:11])[O:12][CH3:13])[NH:14][C:15](=[O:16])[O:17][C:18]([CH3:19])([CH3:20])[CH3:21])[NH:23][CH3:22]. The product is CNCC(CC(C)(C)OC)NC(=O)OC(C)(C)C. Reactants: COC(C)(C)CC(COS(C)(=O)=O)NC(=O)OC(C)(C)C, CN, CO. Starting materials: IC1=CC=CC=C1 (iodo-benzene), COC(C1=CC(=CC=C1)CN(C(C#CC1=CC=CC=C1)=O)C1=CC=CC=C1)=O (3-{[phenyl-(3-phenyl propynoyl)-amino]-methyl}-benzoic acid methyl ester). The product is COC(C1=CC(=CC=C1)CN1C(C(C2=CC=CC=C12)=C(C1=CC=CC=C1)C1=CC=CC=C1)=O)=O (3-(3-Benzhydrylidene-2-oxo-2,3-dihydro-indol-1-ylmethyl)-benzoic acid methyl ester). As a reaction SMILES: I[C:2]1[CH:7]=[CH:6][CH:5]=[CH:4][CH:3]=1.[CH3:8][O:9][C:10](=[O:35])[C:11]1[CH:16]=[CH:15][CH:14]=[C:13]([CH2:17][N:18]([C:29]2[CH:34]=[CH:33][CH:32]=[CH:31][CH:30]=2)[C:19](=[O:28])[C:20]#[C:21][C:22]2[CH:27]=[CH:26][CH:25]=[CH:24][CH:23]=2)[CH:12]=1>>[CH3:8][O:9][C:10](=[O:35])[C:11]1[CH:16]=[CH:15][CH:14]=[C:13]([CH2:17][N:18]2[C:29]3[C:34](=[CH:33][CH:32]=[CH:31][CH:30]=3)[C:20](=[C:21]([C:2]3[CH:7]=[CH:6][CH:5]=[CH:4][CH:3]=3)[C:22]3[CH:23]=[CH:24][CH:25]=[CH:26][CH:27]=3)[C:19]2=[O:28])[CH:12]=1. Reported procedure: The title compound was prepared in analogy to Example 5 starting from iodo-benzene (commercially available) and 3-{[phenyl-(3-phenyl propynoyl)-amino]-methyl}-benzoic acid methyl ester. 1H NMR (CDCl3, 300 MHz) δppm 8.01 (s, 1H), 8.00 (d, 1H), 7.93 (d, 1H), 7.33-7.52 (m, 12H), 7.05 (dt, 1H), 6.66 (m, 2H), 6.43 (d, 2H), 4.96 (s, 2H), 3.91 (s, 3H).